This data is from the Open Reaction Database (ORD), a public repository of structured organic reaction records. The task is: describe an organic reaction: reactants, conditions, products, and yield Reactants: C(C)(=O)OC1=C(C(=C(C=C1C)O)C)C (4-acetoxy-2,3,5-trimethylphenol), C(C(=C)C)(=O)OCC (ethyl methacrylate), C=O (paraformaldehyde), C(CCC)NCCCC (dibutylamine), C(C)(=O)O (acetic acid). Yields the product CC1(OC2=C(C(=C(C(=C2CC1)C)OC(C)=O)C)C)C(=O)OCC (2,5,7,8-tetramethyl-6-acetoxy-2-ethoxycarbonylchroman). Reaction SMILES: [C:1]([O:4][C:5]1[C:10]([CH3:11])=[CH:9][C:8]([OH:12])=[C:7]([CH3:13])[C:6]=1[CH3:14])(=[O:3])[CH3:2].[C:15]([O:20][CH2:21][CH3:22])(=[O:19])[C:16]([CH3:18])=[CH2:17].C=O.[CH2:25](NCCCC)CCC.C(O)(=O)C>>[CH3:17][C:16]1([C:15]([O:20][CH2:21][CH3:22])=[O:19])[CH2:18][CH2:25][C:9]2[C:8](=[C:7]([CH3:13])[C:6]([CH3:14])=[C:5]([O:4][C:1](=[O:3])[CH3:2])[C:10]=2[CH3:11])[O:12]1. Reported procedure: There were mixed 1.9 g (0.01 mole) of 4-acetoxy-2,3,5-trimethylphenol, 9.2 g (0.08 mole) of ethyl methacrylate, 0.3 g (0.011 mole) of paraformaldehyde, 0.13 g (0.001 mole) of dibutylamine and 0.3 g (0.005 mole) of acetic acid, and the mixture was heated under reflux for 15 hours.